From a dataset of the Open Reaction Database (ORD), a public repository of structured organic reaction records. describe an organic reaction: reactants, conditions, products, and yield The solvent is O (water), CO (methanol). Reported procedure: 10 grams of 6-n-propyl-8β-methoxycarbonylergoline were added to a mixture of 10 g of sodium borohydride in 125 ml of methanol. The reaction mixture was refluxed for about 2 hrs; then a second 5 g batch of sodium borohydride was added. The reaction mixture was cooled after 5 hrs, diluted with water, and the precipitate was filtered to give 7.5 g of 6-n-propyl-8β-hydroxymethylergoline melting at about 166°-168° C. A solution of 15 g of 4-toluenesulfonyl chloride in 100 ml of pyridine was added slo... Yields the product C(CC)N1C[C@@H](C[C@@H]2C=3C=CC=C4NC=C(C[C@@H]12)C34)CO (6-n-propyl-8β-hydroxymethylergoline). RXN SMILES: [CH2:1]([N:4]1[C@H:18]2[C@@H:8]([C:9]3[CH:10]=[CH:11][CH:12]=[C:13]4[C:19]=3[C:16]([CH2:17]2)=[CH:15][NH:14]4)[CH2:7][C@@H:6]([C:20](OC)=[O:21])[CH2:5]1)[CH2:2][CH3:3].[BH4-].[Na+]>CO.O>[CH2:1]([N:4]1[C@H:18]2[C@@H:8]([C:9]3[CH:10]=[CH:11][CH:12]=[C:13]4[C:19]=3[C:16]([CH2:17]2)=[CH:15][NH:14]4)[CH2:7][C@@H:6]([CH2:20][OH:21])[CH2:5]1)[CH2:2][CH3:3] |f:1.2|. The reactants are C(CC)N1C[C@@H](C[C@@H]2C=3C=CC=C4NC=C(C[C@@H]12)C34)C(=O)OC (6-n-propyl-8β-methoxycarbonylergoline), [BH4-].[Na+] (sodium borohydride), [BH4-].[Na+] (sodium borohydride). The yield is 82.4%. The reactants are F[C@@H]1[C@@H](C1)N1C=C(C(C2=C(C(=C(C(=C12)F)F)F)C)=O)C(=O)OCC (ethyl 1-[-(1R,2S)-2-fluorocyclopropyl]-6,7,8-trifluoro-5-methyl-4-oxo-1,4-dihydroquinoline-3-carboxylate), Cl (hydrochloric acid), C(C)(=O)O (acetic acid). Run in O (water). Product: F[C@@H]1[C@@H](C1)N1C=C(C(C2=C(C(=C(C(=C12)F)F)F)C)=O)C(=O)O (1-[(1R,2S)-2-Fluorocyclopropyl]-6,7,8-trifluoro-5-methyl-4-oxo-1,4-dihydroquinoline-3-carboxylic Acid). Isolated yield 104.5%. As a reaction SMILES: [F:1][C@H:2]1[CH2:4][C@H:3]1[N:5]1[C:14]2[C:9](=[C:10]([CH3:18])[C:11]([F:17])=[C:12]([F:16])[C:13]=2[F:15])[C:8](=[O:19])[C:7]([C:20]([O:22]CC)=[O:21])=[CH:6]1.Cl.C(O)(=O)C>O>[F:1][C@H:2]1[CH2:4][C@H:3]1[N:5]1[C:14]2[C:9](=[C:10]([CH3:18])[C:11]([F:17])=[C:12]([F:16])[C:13]=2[F:15])[C:8](=[O:19])[C:7]([C:20]([OH:22])=[O:21])=[CH:6]1. Reported procedure: A mixture of 1.00 g of ethyl 1-[-(1R,2S)-2-fluorocyclopropyl]-6,7,8-trifluoro-5-methyl-4-oxo-1,4-dihydroquinoline-3-carboxylate, 10 ml of concentrated hydrochloric acid, and 20 ml of acetic acid was heated under reflux for 1 hour and, after allowing to cool, water was added thereto. The precipitated crystals were collected by filtration, washed with water and ethanol, and dried to yield 960 mg of the titled compound as a pale yellow powderous crystal, which was then recrystallized from a mixed s... Starting materials: COCCNc1cc(NCc2ccc(F)cc2OC)nc2ccc(Cl)cc12, NCc1cccnc1. The product is COCCNc1cc(NCc2ccc(F)cc2OC)nc2ccc(NCc3cccnc3)cc12. RXN SMILES: [Cl:1][c:2]1[cH:3][c:4]2[c:5]([NH:23][CH2:24][CH2:25][O:26][CH3:27])[cH:6][c:7]([NH:12][CH2:13][c:14]3[c:15]([O:21][CH3:22])[cH:16][c:17]([F:20])[cH:18][cH:19]3)[n:8][c:9]2[cH:10][cH:11]1.[cH:28]1[c:29]([CH2:34][NH2:35])[cH:30][cH:31][cH:32][n:33]1>>[c:2]1([NH:35][CH2:34][c:29]2[cH:28][n:33][cH:32][cH:31][cH:30]2)[cH:3][c:4]2[c:5]([NH:23][CH2:24][CH2:25][O:26][CH3:27])[cH:6][c:7]([NH:12][CH2:13][c:14]3[c:15]([O:21][CH3:22])[cH:16][c:17]([F:20])[cH:18][cH:19]3)[n:8][c:9]2[cH:10][cH:11]1. Starting materials: NCCCN1CCC(CC1)C=1C=C(C=CC1)NC(C(C)C)=O (N-{3-[1-(3-aminopropyl)-4-piperidinyl]phenyl}-2-methylpropanamide), O1C(=CC=C1)C(=O)Cl (2-furoyl chloride). Product: C(C(C)C)(=O)NC=1C=C(C=CC1)C1CCN(CC1)CC[C@@H](C1=CC=CC=C1)NC(=O)C=1OC=CC1 (N-((1S)-3-{4-[3-(ISOBUTYRYLAMINO)PHENYL]-1-PIPERIDINYL}-1-PHENYLPROPYL)-2-FURAMIDE). Reaction SMILES: [NH2:1][CH2:2][CH2:3][CH2:4][N:5]1[CH2:10][CH2:9][CH:8]([C:11]2[CH:12]=[C:13]([NH:17][C:18](=[O:22])[CH:19]([CH3:21])[CH3:20])[CH:14]=[CH:15][CH:16]=2)[CH2:7][CH2:6]1.[O:23]1[CH:27]=[CH:26][CH:25]=[C:24]1[C:28](Cl)=[O:29]>>[C:18]([NH:17][C:13]1[CH:12]=[C:11]([CH:8]2[CH2:9][CH2:10][N:5]([CH2:4][CH2:3][C@H:2]([NH:1][C:28]([C:24]3[O:23][CH:27]=[CH:26][CH:25]=3)=[O:29])[C:11]3[CH:12]=[CH:13][CH:14]=[CH:15][CH:16]=3)[CH2:6][CH2:7]2)[CH:16]=[CH:15][CH:14]=1)(=[O:22])[CH:19]([CH3:20])[CH3:21]. Reported procedure: Prepared by Procedure Q1 and Scheme AC using N-{3-[1-(3-aminopropyl)-4-piperidinyl]phenyl}-2-methylpropanamide and 2-furoyl chloride: ESMS m/e: 474.2 (M+H)+. Reactants: C1=CC=CC=C1 (Benzene), C(C=C)(=O)Cl (acryloyl chloride), [Cl-].[Al+3].[Cl-].[Cl-] (aluminium chloride), Cl (hydrochloric acid). The solvent is ClCCl (dichloromethane), ClCCl (dichlormethane). Reaction conditions: temperature 0 celsius, time 2 hour. The product is C(C=C)(=O)C1=CC=CC=C1 (Acryloylbenzene). RXN SMILES: [CH:1]1[CH:6]=[CH:5][CH:4]=[CH:3][CH:2]=1.[C:7](Cl)(=[O:10])[CH:8]=[CH2:9].[Cl-].[Al+3].[Cl-].[Cl-].Cl>ClCCl>[C:7]([C:1]1[CH:6]=[CH:5][CH:4]=[CH:3][CH:2]=1)(=[O:10])[CH:8]=[CH2:9] |f:2.3.4.5|. Procedure: Benzene (1 mL), acryloyl chloride (0.4 mL), and aluminium chloride (0.33 g) were added to dichloromethane (4 mL), followed by stirring at 0° C. for 2 hours. After reaction, 1 N hydrochloric acid and dichlormethane (5 mL) were added in order. The organic phase was concentrated. The obtained residue was applied to a silica gel column to obtain the title compound (120 mg). Reactants: [Li]CCCC, CSSC, C1CCOC1, O, c1ccn2cncc2c1. Product: CSc1ncc2ccccn12. Reaction SMILES: [CH2:20]([Li:21])[CH2:22][CH2:23][CH3:24].[CH3:10][S:11][S:12][CH3:13].[O:15]1[CH2:16][CH2:17][CH2:18][CH2:19]1.[OH2:14].[cH:1]1[n:2][cH:3][n:4]2[c:5]1[cH:6][cH:7][cH:8][cH:9]2>>[cH:1]1[n:2][c:3]([S:11][CH3:10])[n:4]2[c:5]1[cH:6][cH:7][cH:8][cH:9]2.